This data is from the Open Reaction Database (ORD), a public repository of structured organic reaction records. The task is: describe an organic reaction: reactants, conditions, products, and yield Starting materials: C(C)OC(=O)N=S(=O)(C1=CC=C(C=C1)NC1=NC=C(C(=N1)N[C@@H](CC(C)C)CO)C1=CSC=C1)CC ((RS)—N-(ethoxycarbonyl)-S-ethyl-S-(4-{[4-{[(S)-1-(hydroxy-methyl)-3-methylbutyl]amino}-5-(3-thienyl)pyrimidine-2-yl]amino}phenyl)-sulfoximide), CC[O-].[Na+] (sodium ethylate). Yields the product C(C)S(=O)(=N)C1=CC=C(C=C1)NC1=NC=C(C(=N1)N[C@@H](CC(C)C)CO)C1=CSC=C1 ((RS)—S-ethyl-S-(4-{[4-{[(S)-1-(hydroxymethyl)-3-methylbutyl]amino}-5-(3-thienyl)pyrimidine-2-yl]amino}phenyl)sulfoximide). The yield is 34.0%. Reaction SMILES: C(OC([N:6]=[S:7]([CH2:35][CH3:36])([C:9]1[CH:14]=[CH:13][C:12]([NH:15][C:16]2[N:21]=[C:20]([NH:22][C@H:23]([CH2:28][OH:29])[CH2:24][CH:25]([CH3:27])[CH3:26])[C:19]([C:30]3[CH:34]=[CH:33][S:32][CH:31]=3)=[CH:18][N:17]=2)=[CH:11][CH:10]=1)=[O:8])=O)C.CC[O-].[Na+]>>[CH2:35]([S:7]([C:9]1[CH:10]=[CH:11][C:12]([NH:15][C:16]2[N:21]=[C:20]([NH:22][C@H:23]([CH2:28][OH:29])[CH2:24][CH:25]([CH3:27])[CH3:26])[C:19]([C:30]3[CH:34]=[CH:33][S:32][CH:31]=3)=[CH:18][N:17]=2)=[CH:13][CH:14]=1)(=[NH:6])=[O:8])[CH3:36] |f:1.2|. Procedure details: In the reaction of (RS)—N-(ethoxycarbonyl)-S-ethyl-S-(4-{[4-{[(S)-1-(hydroxy-methyl)-3-methylbutyl]amino}-5-(3-thienyl)pyrimidine-2-yl]amino}phenyl)-sulfoximide (265 mg, 0.50 mmol) with sodium ethylate (70 mg, 1.0 mmol) according to procedure 14, the desired product is obtained in 34% yield (77 mg) after chromatographic purification (silica gel, dichloromethane/methanol (9/1)). Reactants: N#N (N2), BrC1=CN(C(C2=CC=CC=C12)=O)C (4-bromo-2-methylisoquinolin-1(2H)-one), CN1N=CC(=C1)B(O)O ((1-methylpyrazol-4-yl)boronic acid), C(=O)([O-])[O-].[Na+].[Na+] (Na2CO3). Reagents/catalysts: C1=CC=C(C=C1)P([C-]2C=CC=C2)C3=CC=CC=C3.C1=CC=C(C=C1)P([C-]2C=CC=C2)C3=CC=CC=C3.Cl[Pd]Cl.[Fe+2] (Pd(dppf)Cl2). The solvent is O1CCOCC1 (1,4-dioxane). Run at time 3 minute. Product: CN1C(C2=CC=CC=C2C(=C1)C=1C=NN(C1)C)=O (2-methyl-4-(1-methylpyrazol-4-yl)isoquinolin-1-one). The yield is 52.2%. Reaction SMILES: N#N.Br[C:4]1[C:13]2[C:8](=[CH:9][CH:10]=[CH:11][CH:12]=2)[C:7](=[O:14])[N:6]([CH3:15])[CH:5]=1.[CH3:16][N:17]1[CH:21]=[C:20](B(O)O)[CH:19]=[N:18]1.C([O-])([O-])=O.[Na+].[Na+]>O1CCOCC1.C1C=CC(P(C2C=CC=CC=2)[C-]2C=CC=C2)=CC=1.C1C=CC(P(C2C=CC=CC=2)[C-]2C=CC=C2)=CC=1.Cl[Pd]Cl.[Fe+2]>[CH3:15][N:6]1[CH:5]=[C:4]([C:20]2[CH:19]=[N:18][N:17]([CH3:16])[CH:21]=2)[C:13]2[C:8](=[CH:9][CH:10]=[CH:11][CH:12]=2)[C:7]1=[O:14] |f:3.4.5,7.8.9.10|. Procedure details: For 3 min, N2 was bubbled through a mixture of 4-bromo-2-methylisoquinolin-1(2H)-one (54 mg, 0.23 mmol), (1-methylpyrazol-4-yl)boronic acid (31 mg, 0.25 mmol), aqueous 2M Na2CO3 (0.375 mL) and Pd(dppf)Cl2 (8 mg, 0.01 mmol) in 1,4-dioxane (1.5 mL) which was then microwaved at 120° C. for 1 h. Work up in a manner similar to Example 18, step 3, and two successive silica gel chromatographies, eluting with 15-80% EA in hexane over 6 min and continuing 80% isocratic EA followed by a second chromatogra... The reactants are phenylmethyl ester, C(C1=CC=CC=C1)(=O)NC(C(CN[C@@H]1C(N(CCCC1)CC(=O)OCC1=CC=CC=C1)=O)O)CC1=CC=CC=C1 ((S)-3-[[3-(Benzoylamino)-2-hydroxy-4-phenylbutyl]amino]-hexahydro-2-oxo-1H-azepine-1-acetic acid, phenylmethyl ester). The reagents and catalysts are [Pd] (palladium on carbon). Solvent: C(C)O (ethanol). Yields the product C(C1=CC=CC=C1)(=O)NC(C(CN[C@@H]1C(N(CCCC1)CC(=O)O)=O)O)CC1=CC=CC=C1 ((S)-3-[[3-(benzoylamino)-2-hydroxy-4-phenylbutyl]amino]-hexahydro-2-oxo-1H-azepine-1-acetic acid). As a reaction SMILES: [C:1]([NH:9][CH:10]([CH2:34][C:35]1[CH:40]=[CH:39][CH:38]=[CH:37][CH:36]=1)[CH:11]([OH:33])[CH2:12][NH:13][C@H:14]1[CH2:20][CH2:19][CH2:18][CH2:17][N:16]([CH2:21][C:22]([O:24]CC2C=CC=CC=2)=[O:23])[C:15]1=[O:32])(=[O:8])[C:2]1[CH:7]=[CH:6][CH:5]=[CH:4][CH:3]=1>C(O)C.[Pd]>[C:1]([NH:9][CH:10]([CH2:34][C:35]1[CH:36]=[CH:37][CH:38]=[CH:39][CH:40]=1)[CH:11]([OH:33])[CH2:12][NH:13][C@H:14]1[CH2:20][CH2:19][CH2:18][CH2:17][N:16]([CH2:21][C:22]([OH:24])=[O:23])[C:15]1=[O:32])(=[O:8])[C:2]1[CH:7]=[CH:6][CH:5]=[CH:4][CH:3]=1. Procedure: A solution of the phenylmethyl ester product from part (a) (2.0 mmole) in 95% ethanol (50 ml.) containing 10% palladium on carbon catalyst (0.2 g.) is hydrogenated under atmospheric pressure overnight. The catalyst is filtered, washed with 95% ethanol and the filtrate concentrated under reduced pressure into an oily residue which is then treated for 5 minutes with 1.4N hydrochloric acid/acetic acid (10 ml.). The reaction mixture is concentrated under reduced pressure to yield a solid residue. Th... Reactants: OC(C)(C)C=1N=C(NC1C(=O)O)CCC (4-(1-hydroxy-1-methylethyl)-2-propylimidazole-5-carboxylic acid), OC(C)(C)C=1N=C(NC1C(=O)O)CCC (4-(1-hydroxy-1-methylethyl)-2-propylimidazole-5-carboxylic acid), C(C)O (ethanol), Cl (hydrogen chloride). Reaction conditions: temperature 35 celsius. The product is OC(C)(C)C=1N=C(NC1C(=O)OCC)CCC (ethyl 4-(1-hydroxy-1-methylethyl)-2-propyl-imidazole-5-carboxylate). The yield is 82.0%. As a reaction SMILES: [OH:1][C:2]([C:5]1[N:6]=[C:7]([CH2:13][CH2:14][CH3:15])[NH:8][C:9]=1[C:10]([OH:12])=[O:11])([CH3:4])[CH3:3].Cl.[CH2:17](O)[CH3:18]>>[OH:1][C:2]([C:5]1[N:6]=[C:7]([CH2:13][CH2:14][CH3:15])[NH:8][C:9]=1[C:10]([O:12][CH2:17][CH3:18])=[O:11])([CH3:4])[CH3:3]. Reported procedure: 3.0 grams of 4-(1-hydroxy-1-methylethyl)-2-propylimidazole-5-carboxylic acid (formula III) from Example 4, and 30 ml of ethanol were added into 100 ml three-necked flask, anhydrous hydrogen chloride gas was supplied while the temperature was maintained at 30-40° C. until the reaction completed. The reaction mixture was then allowed to cool to ambient temperature, the solvent was evaporated, 30 ml of ethyl acetate and 30 ml of water were added, and the mixture was adjusted to basic using sodium b...